Dataset: the Open Reaction Database (ORD), a public repository of structured organic reaction records. Task: describe an organic reaction: reactants, conditions, products, and yield Starting materials: NC1=NC(=C(C(=N1)Cl)SC1=CC=C(C=C1)CC#N)C (2-(4-(2-Amino-4-chloro-6-methylpyrimidin-5-ylthio)phenyl)acetonitrile), C(CCC)N (butylamine). Solvent: C(CCC)O (BuOH). Yields the product NC1=NC(=C(C(=N1)NCCCC)SC1=CC=C(C=C1)CC#N)C (2-(4-(2-Amino-4-(butylamino)-6-methylpyrimidin-5-ylthio)phenyl)acetonitrile). RXN SMILES: [NH2:1][C:2]1[N:7]=[C:6](Cl)[C:5]([S:9][C:10]2[CH:15]=[CH:14][C:13]([CH2:16][C:17]#[N:18])=[CH:12][CH:11]=2)=[C:4]([CH3:19])[N:3]=1.[CH2:20]([NH2:24])[CH2:21][CH2:22][CH3:23]>C(O)CCC>[NH2:1][C:2]1[N:7]=[C:6]([NH:24][CH2:20][CH2:21][CH2:22][CH3:23])[C:5]([S:9][C:10]2[CH:15]=[CH:14][C:13]([CH2:16][C:17]#[N:18])=[CH:12][CH:11]=2)=[C:4]([CH3:19])[N:3]=1. Reported procedure: A mixture of the product from step (iv) (525 mg) and butylamine (3 ml) in BuOH (14 ml) was heated under reflux for 5 h. The solvent was evaporated under reduced pressure and the residue partitioned between EtOAc/water. The organics were separated, dried and evaporated under reduced pressure to give the subtitle compound as a gum, 610 mg. The reactants are C1(CC1)OC=1C=C(C=CC1OC(F)F)C1=C(C2=C(C=NN(C2=O)COCC[Si](C)(C)C)N1COCC[Si](C)(C)C)C1CC1 (2-(3-cyclopropoxy-4-difluoromethoxyphenyl)-3-cyclopropyl-1,5-bis(2-trimethylsilylethoxymethyl)-1,5-dihydropyrrolo[2,3-d]pyridazin-4-one), C1(CC1)OC=1C=C(C=CC1OC(F)F)C1=C(C2=C(C=NN(C2=O)COCC[Si](C)(C)C)N1COCC[Si](C)(C)C)C (2-(3-cyclopropoxy-4-difluoromethoxyphenyl)-3-methyl-1,5-bis(2-trimethylsilylethoxymethyl)-1,5-dihydropyrrolo[2,3-d]-pyridazin-4-one). Product: C1(CC1)OC=1C=C(C=CC1OC(F)F)C1=C(C2=C(C=NN(C2=O)COCC[Si](C)(C)C)N1)C1CC1 (2-(3-Cyclopropoxy-4-difluoromethoxyphenyl)-3-cyclopropyl-5-(2-trimethylsilylethoxymethyl)-1,5-dihydropyrrolo-[2,3-d]pyridazin-4-one). Isolated yield 93.0%. Reaction SMILES: [CH:1]1([O:4][C:5]2[CH:6]=[C:7]([C:15]3[N:32](COCC[Si](C)(C)C)[C:18]4[CH:19]=[N:20][N:21]([CH2:24][O:25][CH2:26][CH2:27][Si:28]([CH3:31])([CH3:30])[CH3:29])[C:22](=[O:23])[C:17]=4[C:16]=3[CH:41]3[CH2:43][CH2:42]3)[CH:8]=[CH:9][C:10]=2[O:11][CH:12]([F:14])[F:13])[CH2:3][CH2:2]1.C1(OC2C=C(C3N(COCC[Si](C)(C)C)C4C=NN(COCC[Si](C)(C)C)C(=O)C=4C=3C)C=CC=2OC(F)F)CC1>>[CH:1]1([O:4][C:5]2[CH:6]=[C:7]([C:15]3[NH:32][C:18]4[CH:19]=[N:20][N:21]([CH2:24][O:25][CH2:26][CH2:27][Si:28]([CH3:29])([CH3:30])[CH3:31])[C:22](=[O:23])[C:17]=4[C:16]=3[CH:41]3[CH2:43][CH2:42]3)[CH:8]=[CH:9][C:10]=2[O:11][CH:12]([F:14])[F:13])[CH2:2][CH2:3]1. Procedure: Reaction and post treatment were carried out in the same manner as in Example 4-(b) except for using 2.72 g (containing an amount corresponding to 3.88 mmol) of 2-(3-cyclopropoxy-4-difluoromethoxyphenyl)-3-cyclopropyl-1,5-bis(2-trimethylsilylethoxymethyl)-1,5-dihydropyrrolo[2,3-d]pyridazin-4-one obtained in Example 14-(a) in place of 2-(3-cyclopropoxy-4-difluoromethoxyphenyl)-3-methyl-1,5-bis(2-trimethylsilylethoxymethyl)-1,5-dihydropyrrolo[2,3-d]-pyridazin-4-one, whereby 3.95 g of the title com... Reactants: CC1([C@@H]([C@@H]1/C=C\1/C(SCC1)=O)C(=O)O)C ((1R,cis) 2,2-dimethyl-3-[(E) (dihydro-2-oxo-3-(2H)-thienylidene)-methyl]-cyclopropane-1-carboxylic acid), C(C)(C)NC(OC)=NC(C)C (methyl N,N'-diisopropylcarbamimidate). Solvent: C(C)O (ethanol). The product is CC1([C@@H]([C@@H]1/C=C\1/C(SCC1)=O)C(=O)OC)C (methyl (1R,cis) 2,2-dimethyl-3-[(E) (dihydro-2-oxo-3-(2H)-thienylidene)-methyl]-cyclopropane-1-carboxylate). The yield is 46.0%. Reaction SMILES: [CH3:1][C:2]1([CH3:15])[C@@H:4](/[CH:5]=[C:6]2/[C:7](=[O:11])[S:8][CH2:9][CH2:10]/2)[C@H:3]1[C:12]([OH:14])=[O:13].[CH:16](NC(=NC(C)C)OC)(C)C>C(O)C>[CH3:1][C:2]1([CH3:15])[C@@H:4](/[CH:5]=[C:6]2/[C:7](=[O:11])[S:8][CH2:9][CH2:10]/2)[C@H:3]1[C:12]([O:14][CH3:16])=[O:13]. Reported procedure: Using the procedure of Example 17, 4.5 g of (1R,cis) 2,2-dimethyl-3-[(E) (dihydro-2-oxo-3-(2H)-thienylidene)-methyl]-cyclopropane-1-carboxylic acid and 3.5 g of methyl N,N'-diisopropylcarbamimidate were reacted to obtain 2.2 g of methyl (1R,cis) 2,2-dimethyl-3-[(E) (dihydro-2-oxo-3-(2H)-thienylidene)-methyl]-cyclopropane-1-carboxylate with a specific rotation of [α]D20 =+63.5°±1.5° (c=1.1% in ethanol). Starting materials: O=C([O-])[O-], CO, CC(=O)OCc1cc2n(n1)CCN(c1ccc(F)cn1)C2=O, [K+], [K+]. Yields the product O=C1c2cc(CO)nn2CCN1c1ccc(F)cn1. Reaction SMILES: [C:1](=[O:2])([O-:3])[O-:4].[CH3:29][OH:30].[F:7][c:8]1[cH:9][cH:10][c:11]([N:14]2[C:15](=[O:28])[c:16]3[n:17]([n:20][c:21]([CH2:23][O:24][C:25](=[O:26])[CH3:27])[cH:22]3)[CH2:18][CH2:19]2)[n:12][cH:13]1.[K+:5].[K+:6]>>[F:7][c:8]1[cH:9][cH:10][c:11]([N:14]2[C:15](=[O:28])[c:16]3[n:17]([n:20][c:21]([CH2:23][OH:24])[cH:22]3)[CH2:18][CH2:19]2)[n:12][cH:13]1. Reactants: CC(C)(C)OC(=O)N1CCC(O)C1, C1CCOC1, Oc1cnc(Cl)c(Br)c1, CCOC(=O)N=NC(=O)OCC, c1ccc(P(c2ccccc2)c2ccccc2)cc1. Product: CC(C)(C)OC(=O)N1CCC(Oc2cnc(Cl)c(Br)c2)C1. Reaction SMILES: [C:32]([CH3:33])([CH3:34])([CH3:35])[O:36][C:37](=[O:38])[N:39]1[CH2:40][CH:41]([OH:44])[CH2:42][CH2:43]1.[CH2:54]1[O:55][CH2:56][CH2:57][CH2:58]1.[Cl:45][c:46]1[n:47][cH:48][c:49]([OH:53])[cH:50][c:51]1[Br:52].[O:20]=[C:21]([O:22][CH2:23][CH3:24])[N:25]=[N:26][C:27]([O:28][CH2:29][CH3:30])=[O:31].[c:1]1([P:2]([c:3]2[cH:4][cH:5][cH:6][cH:7][cH:8]2)[c:9]2[cH:10][cH:11][cH:12][cH:13][cH:14]2)[cH:15][cH:16][cH:17][cH:18][cH:19]1>>[C:32]([CH3:33])([CH3:34])([CH3:35])[O:36][C:37](=[O:38])[N:39]1[CH2:40][CH:41]([O:44][c:49]2[cH:48][n:47][c:46]([Cl:45])[c:51]([Br:52])[cH:50]2)[CH2:42][CH2:43]1. Reactants: CN1C(=CC=C1C)C1=CC(=CC=C1)O (1,5-dimethyl-2-(3-hydroxyphenyl)-pyrrole), C([O-])([O-])=O.[K+].[K+] (potassium carbonate), C(Cl)C1CO1 (epichlorohydrin). Product: CN1C(=CC=C1C)C1=CC(=CC=C1)OCC1CO1 (1,5-dimethyl-2-[3-(2,3-epoxypropoxy)-phenyl]-pyrrole). As a reaction SMILES: [CH3:1][N:2]1[C:6]([CH3:7])=[CH:5][CH:4]=[C:3]1[C:8]1[CH:13]=[CH:12][CH:11]=[C:10]([OH:14])[CH:9]=1.C(=O)([O-])[O-].[K+].[K+].[CH2:21]([CH:23]1[O:25][CH2:24]1)Cl>>[CH3:1][N:2]1[C:6]([CH3:7])=[CH:5][CH:4]=[C:3]1[C:8]1[CH:13]=[CH:12][CH:11]=[C:10]([O:14][CH2:21][CH:23]2[O:25][CH2:24]2)[CH:9]=1 |f:1.2.3|. Procedure: While stirring, a mixture of 10 g of the resulting crude 1,5-dimethyl-2-(3-hydroxyphenyl)-pyrrole, 50 ml of epichlorohydrin and 15.2 g of potassium carbonate is heated at boiling point for 3 hours. The reaction mixture is cooled, filtered and concentrated by evaporation. The residue is divided between 200 ml of ether and 20 ml of 2N sodium hydroxide solution; the ether phase is separated off, dried over magnesium sulphate and concentrated by evaporation. The crude 1,5-dimethyl-2-[3-(2,3-epoxypro... Reactants: C(C)(C)N (isopropylamine), C(CCC)[Li] (n-butyllithium), solution, [Li+].CC(C)[N-]C(C)C (LDA), COC(=O)C1CCN(CC1)C(=O)OC(C)(C)C (piperidine-1,4-dicarboxylic acid 1-tert-butyl ester 4-methyl ester), [Cl-].[NH4+] (ammonium chloride), ClC1=CC=C(CCl)C=C1 (4-Chlorobenzyl chloride). The solvent is C1CCOC1 (THF), hexanes, C1CCOC1 (THF), CN(C)P(=O)(N(C)C)N(C)C (HMPA), C1CCOC1 (THF). Run at time 1 hour. Yields the product COC(=O)C1(CCN(CC1)C(=O)OC(C)(C)C)CC1=CC=C(C=C1)Cl (4-(4-Chlorobenzyl)piperidine-1,4-dicarboxylic acid 1-tert-butyl ester 4-methyl ester). Yield: 34.3%. RXN SMILES: C(N)(C)C.C([Li])CCC.[Li+].CC([N-]C(C)C)C.[CH3:18][O:19][C:20]([CH:22]1[CH2:27][CH2:26][N:25]([C:28]([O:30][C:31]([CH3:34])([CH3:33])[CH3:32])=[O:29])[CH2:24][CH2:23]1)=[O:21].[Cl:35][C:36]1[CH:43]=[CH:42][C:39]([CH2:40]Cl)=[CH:38][CH:37]=1.[Cl-].[NH4+]>C1COCC1.CN(P(N(C)C)(N(C)C)=O)C>[CH3:18][O:19][C:20]([C:22]1([CH2:40][C:39]2[CH:42]=[CH:43][C:36]([Cl:35])=[CH:37][CH:38]=2)[CH2:23][CH2:24][N:25]([C:28]([O:30][C:31]([CH3:34])([CH3:33])[CH3:32])=[O:29])[CH2:26][CH2:27]1)=[O:21] |f:2.3,6.7|. Procedure: To a solution of isopropylamine (3.71 ml, 26.45 mmol) in THF (110 ml) at 0° C. was added n-butyllithium (10.1 ml of a 2.5M solution in hexanes, 25.25 mmol). The resulting LDA solution was added via cannula to a solution of piperidine-1,4-dicarboxylic acid 1-tert-butyl ester 4-methyl ester (5.85 g, 24.04 mmol) in THF (110 ml) and HMPA (20 ml) at −78° C. and stirring was continued for 1 hour. 4-Chlorobenzyl chloride (6.4 ml, 50.49 mmol) in THF (20 ml) was added and the solution was warmed to room ... Product: COc1cc2nccc(Oc3c(F)cccc3C=O)c2cc1OC. As a reaction SMILES: [CH3:27][N:28]([CH3:29])[c:30]1[cH:31][cH:32][n:33][cH:34][cH:35]1.[Cl:1][c:2]1[cH:3][cH:4][n:5][c:6]2[cH:7][c:8]([O:14][CH3:15])[c:9]([O:12][CH3:13])[cH:10][c:11]12.[Cl:36][c:37]1[cH:38][cH:39][cH:40][cH:41][cH:42]1.[F:16][c:17]1[c:18]([OH:25])[c:19]([CH:20]=[O:21])[cH:22][cH:23][cH:24]1.[OH2:26]>>[c:2]1([O:25][c:18]2[c:17]([F:16])[cH:24][cH:23][cH:22][c:19]2[CH:20]=[O:21])[cH:3][cH:4][n:5][c:6]2[cH:7][c:8]([O:14][CH3:15])[c:9]([O:12][CH3:13])[cH:10][c:11]12. The reactants are CN(C)c1ccncc1, COc1cc2nccc(Cl)c2cc1OC, Clc1ccccc1, O=Cc1cccc(F)c1O, O. The yield is 44.7%. As a reaction SMILES: [Br:1][C:2]1[C:7]([O:8][CH2:9][CH:10]([NH:15]C(=O)OC(C)(C)C)[CH2:11][CH:12]([CH3:14])[CH3:13])=[CH:6][C:5]2[O:23][CH2:24][C:25]3[C:30]([C:4]=2[CH:3]=1)=[CH:29][CH:28]=[N:27][CH:26]=3.Cl.C(OCC)C>ClCCl>[Br:1][C:2]1[C:7]([O:8][CH2:9][CH:10]([NH2:15])[CH2:11][CH:12]([CH3:14])[CH3:13])=[CH:6][C:5]2[O:23][CH2:24][C:25]3[C:30]([C:4]=2[CH:3]=1)=[CH:29][CH:28]=[N:27][CH:26]=3. The product is BrC1=CC2=C(C=C1OCC(CC(C)C)N)OCC1=CN=CC=C12 (1-((9-bromo-5H-chromeno[3,4-c]pyridin-8-yl)oxy)-4-methylpentan-2-amine). Run at temperature 0 celsius, time 5 minute. Solvent: ClCCl (dichloromethane). Procedure details: To a solution of tert-butyl (1-((9-bromo-5H-chromeno[3,4-c]pyridin-8-yl)oxy)-4-methylpentan-2-yl)carbamate (0.045 g, 0.094 mmol) in dichloromethane (4 mL) cooled to 0° C. was added hydrogen chloride, 2M in diethyl ether (6 mL, 0.094 mmol) slowly over a period of 5 min. The reaction mixture was stirred at 0° C. for 5 min, then at room temperature for 2 h. The solvents were removed by concentration under reduced pressure. The crude product was taken up in water (10 mL) and washed with diethyl ethe... The reactants are Cl (hydrogen chloride), C(C)OCC (diethyl ether), BrC1=CC2=C(C=C1OCC(CC(C)C)NC(OC(C)(C)C)=O)OCC1=CN=CC=C12 (tert-butyl (1-((9-bromo-5H-chromeno[3,4-c]pyridin-8-yl)oxy)-4-methylpentan-2-yl)carbamate). Reactants: Cl (Hydrogen chloride), CC1=CC2=C(SC(=C2)C(=O)O)C=C1 (5-methylbenzo[b]thiophene-2-carboxylic acid), CO (methanol). The product is COC(=O)C1=CC2=C(S1)C=CC(=C2)C (5-methylbenzo[b]thiophene-2-carboxylic acid methyl ester). As a reaction SMILES: Cl.[CH3:2][C:3]1[CH:14]=[CH:13][C:6]2[S:7][C:8]([C:10]([OH:12])=[O:11])=[CH:9][C:5]=2[CH:4]=1.[CH3:15]O>>[CH3:15][O:11][C:10]([C:8]1[S:7][C:6]2[CH:13]=[CH:14][C:3]([CH3:2])=[CH:4][C:5]=2[CH:9]=1)=[O:12]. Procedure details: Hydrogen chloride gas was passed into a solution of 5-methylbenzo[b]thiophene-2-carboxylic acid (7.50 g.) in methanol (250 ml.) until the solution was saturated. The solution was heated under reflux for 1 hour and then evaporated. The residue was washed with water and recrystallized from methanol to give 5-methylbenzo[b]thiophene-2-carboxylic acid methyl ester (7.80 g.) m.p. 78°-79°.